Dataset: the Open Reaction Database (ORD), a public repository of structured organic reaction records. Task: describe an organic reaction: reactants, conditions, products, and yield Starting materials: ClC1=C(C(=O)O)C=CC=C1F (2-chloro-3-fluorobenzoic acid), C1(CC1)CC(CN)C=1C=NC(=CC1)C(F)(F)F (3-cyclopropyl-2-(6-(trifluoromethyl)pyridin-3-yl)propan-1-amine). The product is ClC1=C(C(=O)NCC(CC2CC2)C=2C=NC(=CC2)C(F)(F)F)C=CC=C1F (2-chloro-N-(3-cyclopropyl-2-(6-(trifluoromethyl)pyridin-3-yl)propyl)-3-fluorobenzamide). RXN SMILES: [Cl:1][C:2]1[C:10]([F:11])=[CH:9][CH:8]=[CH:7][C:3]=1[C:4]([OH:6])=O.[CH:12]1([CH2:15][CH:16]([C:19]2[CH:20]=[N:21][C:22]([C:25]([F:28])([F:27])[F:26])=[CH:23][CH:24]=2)[CH2:17][NH2:18])[CH2:14][CH2:13]1>>[Cl:1][C:2]1[C:10]([F:11])=[CH:9][CH:8]=[CH:7][C:3]=1[C:4]([NH:18][CH2:17][CH:16]([C:19]1[CH:20]=[N:21][C:22]([C:25]([F:28])([F:26])[F:27])=[CH:23][CH:24]=1)[CH2:15][CH:12]1[CH2:13][CH2:14]1)=[O:6]. Procedure details: From 2-chloro-3-fluorobenzoic acid and 3-cyclopropyl-2-(6-(trifluoromethyl)pyridin-3-yl)propan-1-amine. LCMS (MH+): m/z=401.1, tR (minutes, Method G)=2.51 Starting materials: CC(=O)OC(C)=O, CN(C)C=O, Cc1cc(C(N)=O)ncc1C(c1cc(F)ccc1F)S(=O)(=O)c1ccc(F)cc1, [H-], [Na+], O. Yields the product CC(=O)NC(=O)c1cc(C)c(C(c2cc(F)ccc2F)S(=O)(=O)c2ccc(F)cc2)cn1. Reaction SMILES: [CH3:32][C:33](=[O:34])[O:35][C:36](=[O:37])[CH3:38].[CH3:40][N:41]([CH3:42])[CH:43]=[O:44].[F:1][c:2]1[c:3]([CH:9]([c:10]2[c:11]([CH3:19])[cH:12][c:13]([C:16](=[O:17])[NH2:18])[n:14][cH:15]2)[S:20](=[O:21])(=[O:22])[c:23]2[cH:24][cH:25][c:26]([F:29])[cH:27][cH:28]2)[cH:4][c:5]([F:8])[cH:6][cH:7]1.[H-:30].[Na+:31].[OH2:39]>>[F:1][c:2]1[c:3]([CH:9]([c:10]2[c:11]([CH3:19])[cH:12][c:13]([C:16](=[O:17])[NH:18][C:33]([CH3:32])=[O:34])[n:14][cH:15]2)[S:20](=[O:21])(=[O:22])[c:23]2[cH:24][cH:25][c:26]([F:29])[cH:27][cH:28]2)[cH:4][c:5]([F:8])[cH:6][cH:7]1. Reactants: BrC1=CC=C(C=N1)O[C@@H]1C(OCC1)=O ((S)-3-(6-bromopyridin-3-yloxy)dihydrofuran-2(3H)-one), NC1CCN(CC1)C(=O)OC(C)(C)C (tert-butyl 4-aminopiperidine-1-carboxylate), C[Al](C)C (trimethylaluminum). Run in C(Cl)Cl (DCM), C(Cl)Cl (DCM), C1(=CC=CC=C1)C (toluene). Reaction conditions: time 15 minute. Yields the product BrC1=CC=C(C=N1)O[C@H](C(=O)NC1CCN(CC1)C(=O)OC(C)(C)C)CCO ((S)-tert-butyl 4-(2-(6-bromopyridin-3-yloxy)-4-hydroxybutanamido)piperidine-1-carboxylate). Reaction SMILES: [NH2:1][CH:2]1[CH2:7][CH2:6][N:5]([C:8]([O:10][C:11]([CH3:14])([CH3:13])[CH3:12])=[O:9])[CH2:4][CH2:3]1.C[Al](C)C.[Br:19][C:20]1[N:25]=[CH:24][C:23]([O:26][C@H:27]2[CH2:31][CH2:30][O:29][C:28]2=[O:32])=[CH:22][CH:21]=1>C(Cl)Cl.C1(C)C=CC=CC=1>[Br:19][C:20]1[N:25]=[CH:24][C:23]([O:26][C@@H:27]([CH2:31][CH2:30][OH:29])[C:28]([NH:1][CH:2]2[CH2:3][CH2:4][N:5]([C:8]([O:10][C:11]([CH3:14])([CH3:13])[CH3:12])=[O:9])[CH2:6][CH2:7]2)=[O:32])=[CH:22][CH:21]=1. Procedure: To a solution of tert-butyl 4-aminopiperidine-1-carboxylate (0.93 g, 4.65 mmol) in DCM (15 mL) was added dropwise 2M trimethylaluminum (2.8 mL, 5.7 mmol) in toluene. The resulting mixture was stirred for 15 minutes, and (S)-3-(6-bromopyridin-3-yloxy)dihydrofuran-2(3H)-one (1.0 g, 3.87 mmol) in DCM (10 mL) was added slowly over 5 minutes and the reaction stirred at ambient temperature for 2 hours. The reaction was slowly quenched by the addition of 5% tartaric acid (5 mL), saturated NaHCO3 (5 mL)... Reactants: BrCCCCBr (1,4-dibromobutane), [H-].[Na+] (sodium hydride), N1CC(NC(C2=C1C=CC=C2)=O)=O (2,3,4,5-tetrahydro-1,4-benzodiazepine-3,5-dione). Solvent: CN(C=O)C (dimethylformamide). The product is BrCCCCN1C(CNC2=C(C1=O)C=CC=C2)=O (4-(4-bromobutyl)-2,3,4,5-tetrahydro-1,4-benzodiazepine-3.5-dione). The yield is 64.0%. As a reaction SMILES: [NH:1]1[C:7]2[CH:8]=[CH:9][CH:10]=[CH:11][C:6]=2[C:5](=[O:12])[NH:4][C:3](=[O:13])[CH2:2]1.[Br:14][CH2:15][CH2:16][CH2:17][CH2:18]Br.[H-].[Na+]>CN(C)C=O>[Br:14][CH2:15][CH2:16][CH2:17][CH2:18][N:4]1[C:5](=[O:12])[C:6]2[CH:11]=[CH:10][CH:9]=[CH:8][C:7]=2[NH:1][CH2:2][C:3]1=[O:13] |f:2.3|. Procedure details: A solution of 84.2 mg of 2,3,4,5-tetrahydro-1,4-benzodiazepine-3,5-dione dissolved in 10 ml of dimethylformamide was ice-cooled, and then 0.0874 ml (1.5 equivalents) of 1,4-dibromobutane and 23.0 mg (1.2 equivalents) of 60% sodium hydride were added, followed reaction treatment and purification were conducted in the desired compound (yield 64%) Reactants: N(=C=S)C1=C(C2=C(S1)CCCCCC2)C(=O)OC (methyl 4,5,6,7,8,9-hexahydro-2-isothiocyanatocycloocta[b]thiophene-3-carboxylate), N1(C=NC=C1)CCCN (3-(1H-imidazol-1-yl)propan-1-amine). The product is N1(C=NC=C1)CCCN1C(NC2=C(C1=O)C1=C(S2)CCCCCC1)=S (3-[3-(1H-imidazol-1-yl)propyl]-2-thioxo-2,3,5,6,7,8,9,10-octahydrocycloocta[4,5]thieno[2,3-d]pyrimidin-4(1H)-one). Reaction SMILES: [N:1]([C:4]1[S:8][C:7]2[CH2:9][CH2:10][CH2:11][CH2:12][CH2:13][CH2:14][C:6]=2[C:5]=1[C:15]([O:17]C)=O)=[C:2]=[S:3].[N:19]1([CH2:24][CH2:25][CH2:26][NH2:27])[CH:23]=[CH:22][N:21]=[CH:20]1>>[N:19]1([CH2:24][CH2:25][CH2:26][N:27]2[C:15](=[O:17])[C:5]3[C:6]4[CH2:14][CH2:13][CH2:12][CH2:11][CH2:10][CH2:9][C:7]=4[S:8][C:4]=3[NH:1][C:2]2=[S:3])[CH:23]=[CH:22][N:21]=[CH:20]1. Procedure: The compound was synthesized starting from methyl 4,5,6,7,8,9-hexahydro-2-isothiocyanatocycloocta[b]thiophene-3-carboxylate (0.004 g, 0.01 mmol) and 3-(1H-imidazol-1-yl)propan-1-amine (0.002 g, 0.01 mmol) as described above. Reactants: C1N2CN3CN1CN(C2)C3, CNc1ccc(Cl)cc1C(=O)c1ccccc1, CCO, CN(C(=O)C(F)Cl)c1ccc(Cl)cc1C(=O)c1ccccc1, O=C(Cl)C(F)Cl. Yields the product CN1C(=O)C(F)N=C(c2ccccc2)c2cc(Cl)ccc21. As a reaction SMILES: [CH2:46]1[N:47]2[CH2:48][N:49]3[CH2:50][N:51]([CH2:52]2)[CH2:53][N:54]1[CH2:55]3.[CH3:23][NH:24][c:25]1[cH:26][cH:27][c:28]([Cl:29])[cH:30][c:31]1[C:32]([c:33]1[cH:34][cH:35][cH:36][cH:37][cH:38]1)=[O:39].[CH3:56][CH2:57][OH:58].[Cl:1][CH:2]([C:3](=[O:4])[N:5]([CH3:6])[c:7]1[c:8]([C:9](=[O:10])[c:11]2[cH:12][cH:13][cH:14][cH:15][cH:16]2)[cH:17][c:18]([Cl:21])[cH:19][cH:20]1)[F:22].[Cl:40][CH:41]([F:42])[C:43]([Cl:44])=[O:45]>>[CH:2]1([F:22])[C:3](=[O:4])[N:5]([CH3:6])[c:7]2[c:8]([cH:17][c:18]([Cl:21])[cH:19][cH:20]2)[C:9]([c:11]2[cH:12][cH:13][cH:14][cH:15][cH:16]2)=[N:24]1. RXN SMILES: [CH3:36][CH2:37][O:38][C:39](=[O:40])[CH3:41].[CH3:3][c:4]1[n:5][c:6](-[c:17]2[cH:18][cH:19][n:20][cH:21][cH:22]2)[s:7][c:8]1[C:9](=[O:10])[N:11]1[CH2:12][CH2:13][NH:14][CH2:15][CH2:16]1.[Cl:23][c:24]1[cH:25][cH:26][c:27]([CH:28]=[CH:29][S:30](=[O:31])(=[O:32])[Cl:33])[cH:34][cH:35]1.[ClH:1].[ClH:2]>>[CH3:3][c:4]1[n:5][c:6](-[c:17]2[cH:18][cH:19][n:20][cH:21][cH:22]2)[s:7][c:8]1[C:9](=[O:10])[N:11]1[CH2:12][CH2:13][N:14]([S:30]([CH:29]=[CH:28][c:27]2[cH:26][cH:25][c:24]([Cl:23])[cH:35][cH:34]2)(=[O:31])=[O:32])[CH2:15][CH2:16]1. Reactants: CCOC(C)=O, Cc1nc(-c2ccncc2)sc1C(=O)N1CCNCC1, O=S(=O)(Cl)C=Cc1ccc(Cl)cc1, Cl, Cl. The product is Cc1nc(-c2ccncc2)sc1C(=O)N1CCN(S(=O)(=O)C=Cc2ccc(Cl)cc2)CC1.